From a dataset of the Open Reaction Database (ORD), a public repository of structured organic reaction records. describe an organic reaction: reactants, conditions, products, and yield Starting materials: CCOC(=O)C (EtOAc), C[C@@H]1N(CCNC1)C(=O)OC(C)(C)C ((S)-tert-butyl 2-methylpiperazine-1-carboxylate), ClC1=NN=C(C2=CC=CC=C12)C1=CC=C(C=C1)F (1-chloro-4-(4-fluorophenyl)phthalazine), C(C)(C)N(CC)C(C)C (diisopropylethylamine). RXN SMILES: [CH3:1][C@H:2]1[CH2:7][NH:6][CH2:5][CH2:4][N:3]1[C:8]([O:10][C:11]([CH3:14])([CH3:13])[CH3:12])=[O:9].Cl[C:16]1[C:25]2[C:20](=[CH:21][CH:22]=[CH:23][CH:24]=2)[C:19]([C:26]2[CH:31]=[CH:30][C:29]([F:32])=[CH:28][CH:27]=2)=[N:18][N:17]=1.C(N(C(C)C)CC)(C)C.CCOC(C)=O>CS(C)=O.O>[F:32][C:29]1[CH:28]=[CH:27][C:26]([C:19]2[C:20]3[C:25](=[CH:24][CH:23]=[CH:22][CH:21]=3)[C:16]([N:6]3[CH2:5][CH2:4][N:3]([C:8]([O:10][C:11]([CH3:13])([CH3:12])[CH3:14])=[O:9])[C@@H:2]([CH3:1])[CH2:7]3)=[N:17][N:18]=2)=[CH:31][CH:30]=1. Procedure details: Add (S)-tert-butyl 2-methylpiperazine-1-carboxylate (276 g, 1.38 mol) to a slurry of 1-chloro-4-(4-fluorophenyl)phthalazine (275 g, 1.06 mol) and diisopropylethylamine (346 mL, 1.99 mol) in DMSO (2.56 L) at 25° C. Heat the mixture to 102° C. for 9 h. Cool the reaction to 25° C. and stir for 48 h. Add the mixture to EtOAc (2.5 L) and water (3.5 L). Extract the aqueous phase with ethyl acetate (2×2.0 L). Combine the organic layers, wash with water (2.5 L) and concentrate to a brown foam. Dissolve ... Reaction conditions: temperature 102 celsius, time 48 hour. The solvent is O (water), CS(=O)C (DMSO). Yields the product FC1=CC=C(C=C1)C1=NN=C(C2=CC=CC=C12)N1C[C@@H](N(CC1)C(=O)OC(C)(C)C)C ((S)-tert-Butyl 4-(4-(4-fluorophenyl)phthalazin-1-yl)-2-methylpiperazine-1-carboxylate). The yield is 97.1%.